This data is from the Open Reaction Database (ORD), a public repository of structured organic reaction records. The task is: describe an organic reaction: reactants, conditions, products, and yield Run in S(O)(O)(=O)=O (sulfuric acid). As a reaction SMILES: [CH3:1][C:2]1[C:8]([OH:9])=[CH:7][CH:6]=[CH:5][C:3]=1[OH:4].C(O)(=O)[CH:11]([CH2:13][C:14](O)=O)[OH:12]>S(=O)(=O)(O)O>[OH:4][C:3]1[C:2]([CH3:1])=[C:8]2[C:7]([CH:14]=[CH:13][C:11](=[O:12])[O:9]2)=[CH:6][CH:5]=1. The yield is 20.6%. Reactants: CC1=C(O)C=CC=C1O (2-methyl resorcinol), C(C(O)CC(=O)O)(=O)O (malic acid). Procedure details: 2-methyl resorcinol (0.161 mmol, 20.024 g) and malic acid (0.165 mmol, 22.129 g) were dissolved in concentrated sulfuric acid. The reaction mixture was stirred at 80° C. for 24 h. The resulting solution was then poured over crushed ice, and the precipitate was collected by vacuum filtration. The precipitate was then washed with 5% NaHCO3 and again collected by vacuum filtration yielding an orange-yellow solid in a 20.64% yield. The product is OC1=CC=C2C=CC(OC2=C1C)=O (7-hydroxy-8-methyl coumarin). Reaction conditions: temperature 80 celsius, time 24 hour. Reactants: CC(C)(C)OC(=O)C(Br)c1ccccc1, O=C([O-])[O-], CS(C)=O, [K+], [K+], O, O=C1c2ccccc2C(=O)N1O. Yields the product CC(C)(C)OC(=O)C(ON1C(=O)c2ccccc2C1=O)c1ccccc1. RXN SMILES: [Br:19][CH:20]([C:21](=[O:22])[O:23][C:24]([CH3:25])([CH3:26])[CH3:27])[c:28]1[cH:29][cH:30][cH:31][cH:32][cH:33]1.[C:13](=[O:14])([O-:15])[O-:16].[CH3:34][S:35]([CH3:36])=[O:37].[K+:17].[K+:18].[OH2:38].[OH:1][N:2]1[C:3](=[O:12])[c:4]2[c:5]([cH:8][cH:9][cH:10][cH:11]2)[C:6]1=[O:7]>>[O:1]([N:2]1[C:3](=[O:12])[c:4]2[c:5]([cH:8][cH:9][cH:10][cH:11]2)[C:6]1=[O:7])[CH:20]([C:21](=[O:22])[O:23][C:24]([CH3:25])([CH3:26])[CH3:27])[c:28]1[cH:29][cH:30][cH:31][cH:32][cH:33]1.